This data is from the Open Reaction Database (ORD), a public repository of structured organic reaction records. The task is: describe an organic reaction: reactants, conditions, products, and yield The reactants are ClC=1C=C(C=CC1Cl)CC#N (2-(3,4-dichlorophenyl)acetonitrile), BrCCCCBr (1,4-dibromobutane), FC(C1=CC=C(C=C1)C1(CCCC1)C#N)(F)F (1-(4-trifluoromethyl-phenyl)-cyclopentanecarbonitrile). The product is ClC=1C=C(C=CC1Cl)C1(CCCC1)C#N (1-(3,4-dichlorophenyl)cyclopentanecarbonitrile). Reaction SMILES: [Cl:1][C:2]1[CH:3]=[C:4]([CH2:9][C:10]#[N:11])[CH:5]=[CH:6][C:7]=1[Cl:8].Br[CH2:13][CH2:14][CH2:15][CH2:16]Br.FC(F)(F)C1C=CC(C2(C#N)CCCC2)=CC=1>>[Cl:1][C:2]1[CH:3]=[C:4]([C:9]2([C:10]#[N:11])[CH2:16][CH2:15][CH2:14][CH2:13]2)[CH:5]=[CH:6][C:7]=1[Cl:8]. Procedure: 1-(3,4-dichlorophenyl)cyclopentanecarbonitrile (481) was synthesized from 2-(3,4-dichlorophenyl)acetonitrile (480) and 1,4-dibromobutane following the procedure described for 1-(4-trifluoromethyl-phenyl)-cyclopentanecarbonitrile (237).